From a dataset of the Open Reaction Database (ORD), a public repository of structured organic reaction records. describe an organic reaction: reactants, conditions, products, and yield Starting materials: C(=O)([O-])[O-].[Na+].[Na+] (Na2CO3), COC1=CC=2C(=NN(N2)C2=CC=C(C=C2)N(C)C)C=C1 (4-(5-methoxy-2H-benzo[d][1,2,3]triazol-2-yl)-N,N-dimethylbenzenamine), ice water, B(Br)(Br)Br (BBr3). Solvent: C(Cl)Cl (CH2Cl2). Reaction conditions: time 8 hour. Product: OC1=CC=2C(=NN(N2)C2=CC=C(C=C2)N(C)C)C=C1 (4-(5-hydroxy-2H-benzo[d][1,2,3]triazol-2-yl)-N,N-dimethylbenzenamine). Yield: 7.2%. Reaction SMILES: C[O:2][C:3]1[CH:20]=[CH:19][C:6]2=[N:7][N:8]([C:10]3[CH:15]=[CH:14][C:13]([N:16]([CH3:18])[CH3:17])=[CH:12][CH:11]=3)[N:9]=[C:5]2[CH:4]=1.B(Br)(Br)Br.C([O-])([O-])=O.[Na+].[Na+]>C(Cl)Cl>[OH:2][C:3]1[CH:20]=[CH:19][C:6]2=[N:7][N:8]([C:10]3[CH:11]=[CH:12][C:13]([N:16]([CH3:17])[CH3:18])=[CH:14][CH:15]=3)[N:9]=[C:5]2[CH:4]=1 |f:2.3.4|. Reported procedure: Under N2, 130 mg (5 mmol) of 9f was dissolved in (5 ml) CH2Cl2, at 0° C. was slowly added 0.458 ml (50 mmol) of BBr3. The solution was stirred overnight at room temperature. The reaction was poured into ice/water and alkalinized with Na2CO3 (aqueous) and the organic layer was extracted and dried over Na2SO4. After removing the solvent by evaporation, the residue was purified by chromatography (dichloromethane/ethyl acetate, 95/5). The solvent was evaporated to obtain 91 mg (74%) of 9h as yellow ... The reactants are BrC=1C(=NC=2N(C1N)N=CC2C=2C=NC1=CC=CC=C1C2)C=2CCNCC2 (6-bromo-3-(quinolin-3-yl)-5-(1,2,3,6-tetrahydropyridin-4-yl)pyrazolo[1,5-a]pyrimidin-7-amine), C[Si](CCOCN(C1=CC(=NC=2N1N=CC2C=2C=NC1=CC=CC=C1C2)C2=CCN(CC2)C(=O)OC(C)(C)C)COCC[Si](C)(C)C)(C)C (tert-Butyl 4-(7-(bis((2-(trimethylsilyl)ethoxy)methyl)amino)-3-(quinolin-3-yl)pyrazolo[1,5-a]pyrimidin-5-yl)-5,6-dihydropyridine-1(2H)-carboxylate), BrC=1C(=NC=2N(C1N(COCC[Si](C)(C)C)COCC[Si](C)(C)C)N=CC2C=2C=NC1=CC=CC=C1C2)C2=CCC(CC2)C=2C=NN(C2)COCC[Si](C)(C)C (6-bromo-3-(quinolin-3-yl)-N,N-bis((2-(trimethylsilyl)ethoxy)methyl)-5-(4-(1-((2-(trimethylsilyl)ethoxy)methyl)-1H-pyrazol-4-yl)cyclohex-1-enyl)pyrazolo[1,5-a]pyrimidin-7-amine). Yields the product N1N=CC(=C1)C1CC=C(CC1)C1=NC=2N(C(=C1Br)N)N=CC2C=2C=NC1=CC=CC=C1C2 (5-(4-(1H-pyrazol-4-yl)cyclohex-1-enyl)-6-bromo-3-(quinolin-3-yl)pyrazolo[1,5-a]pyrimidin-7-amine), 5-(4-(1′-1-pyrazol-4-yl)cyclohex-1-enyl)-3-(quinolin-3-yl)pyrazolo[1,5-a]pyrimidin-7-amine. As a reaction SMILES: BrC1C(C2CCNCC=2)=NC2N(N=CC=2C2C=NC3C(C=2)=CC=CC=3)C=1N.[Br:28][C:29]1[C:30]([C:65]2[CH2:70][CH2:69][CH:68]([C:71]3[CH:72]=[N:73][N:74](COCC[Si](C)(C)C)[CH:75]=3)[CH2:67][CH:66]=2)=[N:31][C:32]2[N:33]([N:52]=[CH:53][C:54]=2[C:55]2[CH:56]=[N:57][C:58]3[C:63]([CH:64]=2)=[CH:62][CH:61]=[CH:60][CH:59]=3)[C:34]=1[N:35](COCC[Si](C)(C)C)COCC[Si](C)(C)C.C[Si](C)(C)CCOCN(COCC[Si](C)(C)C)C1N2N=CC(C3C=NC4C(C=3)=CC=CC=4)=C2N=C(C2CCN(C(OC(C)(C)C)=O)CC=2)C=1>>[NH:73]1[CH:72]=[C:71]([CH:68]2[CH2:69][CH2:70][C:65]([C:30]3[C:29]([Br:28])=[C:34]([NH2:35])[N:33]4[N:52]=[CH:53][C:54]([C:55]5[CH:56]=[N:57][C:58]6[C:63]([CH:64]=5)=[CH:62][CH:61]=[CH:60][CH:59]=6)=[C:32]4[N:31]=3)=[CH:66][CH2:67]2)[CH:75]=[N:74]1. Procedure: 5-(4-(1H-pyrazol-4-yl)cyclohex-1-enyl)-6-bromo-3-(quinolin-3-yl)pyrazolo[1,5-a]pyrimidin-7-amine was synthesized in a manner similar to the synthesis of 6-bromo-3-(quinolin-3-yl)-5-(1,2,3,6-tetrahydropyridin-4-yl)pyrazolo[1,5-a]pyrimidin-7-amine, but with 6-bromo-3-(quinolin-3-yl)-N,N-bis((2-(trimethylsilyl)ethoxy)methyl)-5-(4-(1-((2-(trimethylsilyl)ethoxy)methyl)-1H-pyrazol-4-yl)cyclohex-1-enyl)pyrazolo[1,5-a]pyrimidin-7-amine substituted for tert-Butyl 4-(7-(bis((2-(trimethylsilyl)ethoxy)methy... The reactants are CC=1NC2=CC=CC=C2C1CC1=CC=C(C=C1)[N+](=O)[O-] (2-Methyl-3-(4-nitrobenzyl)-1H-indole), C([O-])([O-])=O.[Cs+].[Cs+] (Cesium carbonate), BrCC(=O)OCC (Ethyl bromoacetate). The solvent is CN(C)C=O (DMF). Reaction conditions: time 15 minute. Yields the product CC=1N(C2=CC=CC=C2C1CC1=CC=C(C=C1)[N+](=O)[O-])CC(=O)OCC (ethyl 2-[2-methyl-3-(4-nitrobenzyl)-1H-indol-1-yl]acetate). Isolated yield 51.1%. Reaction SMILES: [CH3:1][C:2]1[NH:3][C:4]2[C:9]([C:10]=1[CH2:11][C:12]1[CH:17]=[CH:16][C:15]([N+:18]([O-:20])=[O:19])=[CH:14][CH:13]=1)=[CH:8][CH:7]=[CH:6][CH:5]=2.C(=O)([O-])[O-].[Cs+].[Cs+].Br[CH2:28][C:29]([O:31][CH2:32][CH3:33])=[O:30]>CN(C=O)C>[CH3:1][C:2]1[N:3]([CH2:28][C:29]([O:31][CH2:32][CH3:33])=[O:30])[C:4]2[C:9]([C:10]=1[CH2:11][C:12]1[CH:17]=[CH:16][C:15]([N+:18]([O-:20])=[O:19])=[CH:14][CH:13]=1)=[CH:8][CH:7]=[CH:6][CH:5]=2 |f:1.2.3|. Reported procedure: 2-Methyl-3-(4-nitrobenzyl)-1H-indole (4.0 g, 15 mmol) was weighed, and dissolved in 30 mL DMF. Cesium carbonate (9.77 g, 30 mmol) was added, and stirred at room temperature for 15 min. Ethyl bromoacetate (2.755 g, 16.5 mmol) was added, and reacted at room temperature for 3 h. Upon completion of the reaction, it was filtered. The filtrate was added into water, and extracted with ethyl acetate. The extract was washed with water, and a saturated solution of sodium chloride, rotate evaporated to dry... The reactants are ClC1=C(C=CC=C1O)O (2-chlorobenzene-1,3-diol), S(=O)(=O)(OC)OC (dimethyl sulfate), Cl (hydrochloric acid). The solvent is [OH-].[K+] (potassium hydroxide). Run at temperature 100 celsius, time 2 day. Yields the product ClC1=C(C=CC=C1OC)O (2-chloro-3-methoxyphenol). The yield is 72.0%. As a reaction SMILES: [Cl:1][C:2]1[C:7]([OH:8])=[CH:6][CH:5]=[CH:4][C:3]=1[OH:9].S(OC)(O[CH3:14])(=O)=O.Cl>[OH-].[K+]>[Cl:1][C:2]1[C:7]([O:8][CH3:14])=[CH:6][CH:5]=[CH:4][C:3]=1[OH:9] |f:3.4|. Procedure details: To an aqueous solution (100 mL) of potassium hydroxide (11.0 g) was added 2-chlorobenzene-1,3-diol (22.8 g). Then, dimethyl sulfate (19.9 g) was slowly added to the reaction mixture while keeping the reaction mixture at 10° C. to 20° C., and the mixture was stirred at 100° C. for 2 days. The reaction mixture was acidified with 2N hydrochloric acid, and the mixture was extracted with dichloromethane. The organic layer was dried over anhydrous sodium sulfate, and the solvent was evaporated under r... Starting materials: C(C)OC(C(=O)OCC)=O (diethyloxalate), CO (methyl alcohol), ice water, CN(N)C(=S)N (2-methyl-3-thiosemicarbazide), C[O-].[Na+] (sodium methoxide), crude product. The solvent is C(Cl)Cl (methylene chloride). Reaction conditions: temperature 60 celsius, time 8 hour. Yields the product CN1NC(C(NC1=S)=O)=O (1,2,3,4-Tetrahydro-2-methyl-3-thioxo-1,2,4-triazine-5.6-dione). Isolated yield 12.9%. As a reaction SMILES: C([O:3][C:4](=O)[C:5]([O:7]CC)=O)C.[CH3:11][N:12]([C:14]([NH2:16])=[S:15])[NH2:13].C[O-].[Na+].CO>C(Cl)Cl>[CH3:11][N:12]1[C:14](=[S:15])[NH:16][C:4](=[O:3])[C:5](=[O:7])[NH:13]1 |f:2.3|. Procedure details: Under anhydrous condition, 35 g of diethyloxalate is added, dropwise, to a vigorously stirred solution of 21 g of 2-methyl-3-thiosemicarbazide, 32.4 g of fresh sodium methoxide, and 750 ml of methyl alcohol. The resulting suspension is heated at 60° C. for 4 hours, stirred overnight at room temperature, and heated at 70° C. for 15 hours. The white suspension is cooled to room temperature, 200 ml of ice water is added and the reaction concentrated in vacuo. The residue is cooled to 0° C. and made... The reactants are C1CCOC1 (THF), OC=1C=C(OC(CCC2=NN=NN2)C)C=CC1 (5-[3-(3-hydroxyphenoxy)butyl]tetrazole), Cl.ClCC1=NC2=CC=CC=C2C=C1 (2-chloromethylquinoline hydrochloride), [OH-].[Na+] (NaOH). Run in CN(C)C=O (DMF), O (water). Product: N1=C(C=CC2=CC=CC=C12)COC=1C=C(OC(CCC2=NN=NN2)C)C=CC1 (5-[3-(3-(2-quinolylmethyloxy)phenoxy)butyl]tetrazole). Reaction SMILES: [OH:1][C:2]1[CH:3]=[C:4]([CH:15]=[CH:16][CH:17]=1)[O:5][CH:6]([CH3:14])[CH2:7][CH2:8][C:9]1[NH:13][N:12]=[N:11][N:10]=1.Cl.Cl[CH2:20][C:21]1[CH:30]=[CH:29][C:28]2[C:23](=[CH:24][CH:25]=[CH:26][CH:27]=2)[N:22]=1.[OH-].[Na+].C1COCC1>CN(C=O)C.O>[N:22]1[C:23]2[C:28](=[CH:27][CH:26]=[CH:25][CH:24]=2)[CH:29]=[CH:30][C:21]=1[CH2:20][O:1][C:2]1[CH:3]=[C:4]([CH:15]=[CH:16][CH:17]=1)[O:5][CH:6]([CH3:14])[CH2:7][CH2:8][C:9]1[NH:13][N:12]=[N:11][N:10]=1 |f:1.2,3.4|. Procedure details: A mixture of 2.34 g (0.01 mol) 5-[3-(3-hydroxyphenoxy)butyl]tetrazole, 2.13 g (0.01 mol) 2-chloromethylquinoline hydrochloride and 12 ml (2N, NaOH) in 20 ml DMF and 20 ml THF is heated over a steam bath for a period of 24 hours. The reaction mixture is poured into water and extracted with ether. The ether extract is washed with water, dried over MgSO4 and concentrated to dryness under reduced pressure. The residue is passed through a silica gel column using hexane/ethyl acetate (3:1) as eluent. ... As a reaction SMILES: [CH3:1][CH:2]([CH2:4][CH2:5][CH2:6][C@H:7]([C@@H:9]1[C@:26]2([CH3:27])[C@H:12]([C@H:13]3[C@H:23]([CH2:24][CH2:25]2)[C@:21]2([CH3:22])[C:16]([CH2:17][C@@H:18]([OH:28])[CH2:19][CH2:20]2)=[CH:15][CH2:14]3)[CH2:11][CH2:10]1)[CH3:8])[CH3:3].S=[C:30]1[CH:38]=[CH:37][CH:36]=[CH:35][CH:31]1[C:32]([O-:34])=[O:33].COC1C=CC([Te](C2C=CC(OC)=CC=2)=O)=CC=1>>[CH3:3][CH:2]([CH2:4][CH2:5][CH2:6][C@H:7]([C@@H:9]1[C@:26]2([CH3:27])[C@H:12]([C@H:13]3[C@H:23]([CH2:24][CH2:25]2)[C@:21]2([CH3:22])[C:16]([CH2:17][C@@H:18]([OH:28])[CH2:19][CH2:20]2)=[CH:15][CH2:14]3)[CH2:11][CH2:10]1)[CH3:8])[CH3:1].[C:32]([O-:34])(=[O:33])[C:31]1[CH:35]=[CH:36][CH:37]=[CH:38][CH:30]=1 |f:0.1,3.4|. Reported procedure: 5-Cholesten-3β-ol-thionobenzoate (253 mg, 0.50 mmol) was reacted with bis-(p-methoxyphenyl)-telluroxide for 1.5 h. 5-Cholesten-3β-ol-benzoate (162 mg, 66%) m.p. 143°-145° was obtained after p.l.c. (petroleum ether-ethyl acetate 9:1). The product obtained was recrystallized from ethyl acetate (130 mg, 53%), m.p. 144.5 (lit., 150°-151°), νmax (CCl4) 1722 cm-1. Yield: 63.8%. Product: CC(C)CCC[C@@H](C)[C@H]1CC[C@H]2[C@@H]3CC=C4C[C@H](CC[C@]4(C)[C@H]3CC[C@]12C)O.C(C1=CC=CC=C1)(=O)[O-] (5-Cholesten-3β-ol benzoate). Starting materials: CC(C)CCC[C@@H](C)[C@H]1CC[C@H]2[C@@H]3CC=C4C[C@H](CC[C@]4(C)[C@H]3CC[C@]12C)O.S=C1C(C(=O)[O-])C=CC=C1 (5-Cholesten-3β-ol thionobenzoate), COC1=CC=C(C=C1)[Te](=O)C1=CC=C(C=C1)OC (bis-(p-methoxyphenyl)-telluroxide). Starting materials: C1=CCCC=CCCC=CCC1 (1,5,9-cyclododecatriene), C1=CCCC=CCCC=CCC1 (1,5,9-cyclododecatriene), [OH-].[K+] (KOH), C(CCCCCCCCCCCCCCCCC)(=O)O (stearic acid), C(CCCCCCCCCCCCCCCCC)(=O)O (stearic acid). Solvent: O (water), O (water). Run at time 8 hour. Yields the product C1=CC=CC=CCCCCCC1 (Cyclododecatriene). RXN SMILES: [CH:1]1[CH2:12][CH2:11][CH:10]=[CH:9][CH2:8][CH2:7][CH:6]=[CH:5][CH2:4][CH2:3][CH:2]=1.C(O)(=O)CCCCCCCCCCCCCCCCC.[OH-].[K+]>O>[CH:5]1[CH2:6][CH2:7][CH2:8][CH2:9][CH2:10][CH2:11][CH:12]=[CH:1][CH:2]=[CH:3][CH:4]=1 |f:2.3|. Reported procedure: A 600 mL beaker was charged with 150 g deionized water, 100 g of 91% pure 1,5,9-cyclododecatriene and 5.0 g of stearic acid. The resulting mixture was heated to 75°-80° C. to melt stearic acid and was intensively mixed at this temperature using a high shear Tekmar agitator while adding sufficient 50% aq. KOH to raise the pH to 10.5-11.0. The emulsion was cooled to room temperature and allowed to stand overnight. (Note: density differences between bulk water and emulsified particles caused some s...